describe an organic reaction: reactants, conditions, products, and yield From a dataset of the Open Reaction Database (ORD), a public repository of structured organic reaction records. Starting materials: NN, O, OCCOCCO, CCC(=O)c1ccc2c(c1)CCc1ccccc1-2. Product: CCCc1ccc2c(c1)CCc1ccccc1-2. RXN SMILES: [NH2:20][NH2:21].[OH2:19].[OH:22][CH2:23][CH2:24][O:25][CH2:26][CH2:27][OH:28].[cH:1]1[c:2]([C:15]([CH2:16][CH3:17])=[O:18])[cH:3][cH:4][c:5]2[c:14]1[CH2:13][CH2:12][c:11]1[c:6]-2[cH:7][cH:8][cH:9][cH:10]1>>[cH:1]1[c:2]([CH2:15][CH2:16][CH3:17])[cH:3][cH:4][c:5]2[c:14]1[CH2:13][CH2:12][c:11]1[c:6]-2[cH:7][cH:8][cH:9][cH:10]1.